This data is from the Open Reaction Database (ORD), a public repository of structured organic reaction records. The task is: describe an organic reaction: reactants, conditions, products, and yield Yields the product ClC1=C(C(=NC(=N1)S(=O)(=O)C)NCC1=C(N=C(S1)C)C)C (6-chloro-N-[(2,4-dimethylthiazol-5-yl)methyl]-5-methyl-2-methylsulfonyl-pyrimidin-4-amine). RXN SMILES: [Cl:1][C:2]1[N:7]=[C:6]([S:8][CH3:9])[N:5]=[C:4]([NH:10][CH2:11][C:12]2[S:16][C:15]([CH3:17])=[N:14][C:13]=2[CH3:18])[C:3]=1[CH3:19].C1C=C(Cl)C=C(C(OO)=[O:28])C=1.[OH-:31].[Na+]>ClCCl>[Cl:1][C:2]1[N:7]=[C:6]([S:8]([CH3:9])(=[O:28])=[O:31])[N:5]=[C:4]([NH:10][CH2:11][C:12]2[S:16][C:15]([CH3:17])=[N:14][C:13]=2[CH3:18])[C:3]=1[CH3:19] |f:2.3|. Conditions: time 1 hour. Reported procedure: 6-chloro-N-[(2,4-dimethylthiazol-5-yl)methyl]-5-methyl-2-methylsulfanyl-pyrimidin-4-amine F4 (1.36 g, 4.32 mmol) was placed in a 250 mL flask and diluted with dichloromethane (100 mL). To the resultant slurry was added mCPBA (1.49 g, 8.64 mmol), and the solution was stirred for 1 hr. 1 N aqueous NaOH (100 mL) was then added, and the organic layer was separated and concentrated in vacuo to give 1.3 g (87%) of F5 as a white foam. MS (Electrospray): m/z 347.8 (MH+). Solvent: ClCCl (dichloromethane). Reactants: ClC1=C(C(=NC(=N1)SC)NCC1=C(N=C(S1)C)C)C (6-chloro-N-[(2,4-dimethylthiazol-5-yl)methyl]-5-methyl-2-methylsulfanyl-pyrimidin-4-amine), C1=CC(=CC(=C1)Cl)C(=O)OO (mCPBA), [OH-].[Na+] (NaOH). Yield: 87.0%. As a reaction SMILES: [Br:1]N1C(=O)CCC1=O.CSC.[CH2:12]([O:19][C:20]1[CH:27]=[CH:26][CH:25]=[CH:24][C:21]=1[CH2:22]O)[C:13]1[CH:18]=[CH:17][CH:16]=[CH:15][CH:14]=1>C(Cl)Cl>[CH2:12]([O:19][C:20]1[CH:27]=[CH:26][CH:25]=[CH:24][C:21]=1[CH2:22][Br:1])[C:13]1[CH:18]=[CH:17][CH:16]=[CH:15][CH:14]=1. Yields the product C(C1=CC=CC=C1)OC1=C(CBr)C=CC=C1 (2-(benzyloxy)benzylbromide). Run at time 10 minute. Procedure details: A solution of N-Bromosuccinimide (1.84 g, 10.36 mmol) in 50 mL of CH2Cl2 was cooled in a wet ice/acetone bath. Dimethyl sulfide (0.91 mL, 12.44 mmol) was added and the reaction stirred for 10 minutes. The product from Step L (1.48 g, 6.91 mmol) in 25 mL of CH2Cl2 was added and the reaction was stirred at 0° C. for 4.5 hours. The reaction was poured into water/ice and separated layers. The organic portion was washed with brine, dried (Na2SO4), filtered, and concentrated in vacuo to provide the be... The reactants are C(C1=CC=CC=C1)OC1=C(CO)C=CC=C1 (2-(benzyloxy)benzyl alcohol), water ice, BrN1C(CCC1=O)=O (N-Bromosuccinimide), CSC (Dimethyl sulfide). The solvent is C(Cl)Cl (CH2Cl2), C(Cl)Cl (CH2Cl2).